Dataset: the Open Reaction Database (ORD), a public repository of structured organic reaction records. Task: describe an organic reaction: reactants, conditions, products, and yield Starting materials: COC(=O)c1ccc(C2CCC(OCc3c(-c4c(Cl)cccc4Cl)noc3C3CC3)CC2)cc1, CO, [Na+], C1CCOC1, [OH-]. Product: O=C(O)c1ccc(C2CCC(OCc3c(-c4c(Cl)cccc4Cl)noc3C3CC3)CC2)cc1. Reaction SMILES: [CH3:1][O:2][C:3]([c:4]1[cH:5][cH:6][c:7]([CH:10]2[CH2:11][CH2:12][CH:13]([O:16][CH2:17][c:18]3[c:19](-[c:26]4[c:27]([Cl:33])[cH:28][cH:29][cH:30][c:31]4[Cl:32])[n:20][o:21][c:22]3[CH:23]3[CH2:24][CH2:25]3)[CH2:14][CH2:15]2)[cH:8][cH:9]1)=[O:34].[CH3:42][OH:43].[Na+:36].[O:37]1[CH2:38][CH2:39][CH2:40][CH2:41]1.[OH-:35]>>[O:2]=[C:3]([c:4]1[cH:5][cH:6][c:7]([CH:10]2[CH2:11][CH2:12][CH:13]([O:16][CH2:17][c:18]3[c:19](-[c:26]4[c:27]([Cl:33])[cH:28][cH:29][cH:30][c:31]4[Cl:32])[n:20][o:21][c:22]3[CH:23]3[CH2:24][CH2:25]3)[CH2:14][CH2:15]2)[cH:8][cH:9]1)[OH:34].